Dataset: the Open Reaction Database (ORD), a public repository of structured organic reaction records. Task: describe an organic reaction: reactants, conditions, products, and yield Starting materials: C(C)(C)(C)OC(=O)NCC=1N(C(C2=CC=C(C=C2C1C1=CC=C(C=C1)Cl)/C=C/C(=O)OCCCC)=O)CC(C)C (butyl (E)-3-[3-[[(tert-butoxycarbonyl)amino]methyl]-4-(4-chlorophenyl)-2-isobutyl-1-oxo-1,2-dihydro-6-isoquinolinyl]-2-propenate), CO (methanol), [OH-].[Na+] (sodium hydroxide), Cl (hydrochloric acid). Run in O1CCCC1 (tetrahydrofuran), O (water). Reaction conditions: time 1 hour. Product: C(C)(C)(C)OC(=O)NCC=1N(C(C2=CC=C(C=C2C1C1=CC=C(C=C1)Cl)/C=C/C(=O)O)=O)CC(C)C ((E)-3-[3-[[(tert-butoxycarbonyl)amino]methyl]-4-(4-chlorophenyl)-2-isobutyl-1-oxo-1,2-dihydro-6-isoquinolinyl]-2-propenic acid). Isolated yield 95.1%. Reaction SMILES: [C:1]([O:5][C:6]([NH:8][CH2:9][C:10]1[N:11]([CH2:37][CH:38]([CH3:40])[CH3:39])[C:12](=[O:36])[C:13]2[C:18]([C:19]=1[C:20]1[CH:25]=[CH:24][C:23]([Cl:26])=[CH:22][CH:21]=1)=[CH:17][C:16](/[CH:27]=[CH:28]/[C:29]([O:31]CCCC)=[O:30])=[CH:15][CH:14]=2)=[O:7])([CH3:4])([CH3:3])[CH3:2].CO.[OH-].[Na+].Cl>O1CCCC1.O>[C:1]([O:5][C:6]([NH:8][CH2:9][C:10]1[N:11]([CH2:37][CH:38]([CH3:40])[CH3:39])[C:12](=[O:36])[C:13]2[C:18]([C:19]=1[C:20]1[CH:25]=[CH:24][C:23]([Cl:26])=[CH:22][CH:21]=1)=[CH:17][C:16](/[CH:27]=[CH:28]/[C:29]([OH:31])=[O:30])=[CH:15][CH:14]=2)=[O:7])([CH3:4])([CH3:3])[CH3:2] |f:2.3|. Procedure details: To a solution of butyl (E)-3-[3-[[(tert-butoxycarbonyl)amino]methyl]-4-(4-chlorophenyl)-2-isobutyl-1-oxo-1,2-dihydro-6-isoquinolinyl]-2-propenate (0.41 g, 0.7 mmol) in tetrahydrofuran (10 ml)-methanol (10 ml) was added 1N sodium hydroxide (2 ml) and the mixture was stirred at room temperature for 1 h. The reaction mixture was poured into water, acidified with 1N hydrochloric acid and extracted with ethyl acetate. The extract was washed with brine, dried over anhydrous magnesium sulfate and conce... Reactants: Cl[Mg]CC(C)C (Chloro-(2-methylpropyl)magnesium), C(C1=CC=CC=C1)#N (benzonitrile), CCOCC (ether), Cl (HCl). The product is CC(CC(=C)C1=CC=CC=C1)C ((3-Methyl-1-methylenebutyl)benzene). Isolated yield 83.0%. Reaction SMILES: Cl[Mg][CH2:3][CH:4]([CH3:6])[CH3:5].[C:7](#N)[C:8]1[CH:13]=[CH:12][CH:11]=[CH:10][CH:9]=1.Cl.[CH3:16]COCC>>[CH3:5][CH:4]([CH3:6])[CH2:3][C:7]([C:8]1[CH:13]=[CH:12][CH:11]=[CH:10][CH:9]=1)=[CH2:16]. Procedure details: Chloro-(2-methylpropyl)magnesium (150 ml, 0.300 mol, from Aldrich) was added over 20 minutes to a solution of benzonitrile (10.21 ml, 0.100 mol, from Aldrich) in ether (150 ml), stirring under argon at room temperature. The solution was allowed to stir under argon at room temperature for 18 hours. The reaction mixture was then cooled to 0° C. and 1.2N HCl (125 ml) was added. The aqueous layer was extracted with ether (twice), and the organic layers were combined and washed with brine and dried o...